From a dataset of the Open Reaction Database (ORD), a public repository of structured organic reaction records. describe an organic reaction: reactants, conditions, products, and yield Starting materials: Cl.ClC=1C=C(C=NC1OCC(F)(F)F)C(C)N ((+)-1-(5-chloro-6-(2,2,2-trifluoroethoxy)pyridin-3-yl)ethanamine hydrochloride), NC=1OC(=C(N1)C)C(=O)O (2-amino-4-methyloxazole-5-carboxylic acid). Product: NC=1OC(=C(N1)C)C(=O)NC(C)C=1C=NC(=C(C1)Cl)OCC(F)(F)F (2-amino-N-(1-(5-chloro-6-(2,2,2-trifluoroethoxy)pyridin-3-yl)ethyl)-4-methyloxazole-5-carboxamide). The yield is 41.0%. RXN SMILES: Cl.[Cl:2][C:3]1[CH:4]=[C:5]([CH:15]([NH2:17])[CH3:16])[CH:6]=[N:7][C:8]=1[O:9][CH2:10][C:11]([F:14])([F:13])[F:12].[NH2:18][C:19]1[O:20][C:21]([C:25](O)=[O:26])=[C:22]([CH3:24])[N:23]=1>>[NH2:18][C:19]1[O:20][C:21]([C:25]([NH:17][CH:15]([C:5]2[CH:6]=[N:7][C:8]([O:9][CH2:10][C:11]([F:12])([F:13])[F:14])=[C:3]([Cl:2])[CH:4]=2)[CH3:16])=[O:26])=[C:22]([CH3:24])[N:23]=1 |f:0.1|. Reported procedure: The title compound is prepared in 41% yield (92 mg, a white solid) from (+)-1-(5-chloro-6-(2,2,2-trifluoroethoxy)pyridin-3-yl)ethanamine hydrochloride (171 mg, 0.59 mmol, Amine-5, single enantiomer) and 2-amino-4-methyloxazole-5-carboxylic acid (100 mg, 0.70 mmol) by the similar manner in Step-1 of Example 8. Starting materials: C([O-])([O-])=O.[K+].[K+] (Potassium carbonate), CI (methyl iodide), ClC1(C(C1)(Cl)Cl)C(=O)O (1,2,2-trichlorocyclopropane carboxylic acid). Run in CN(C(C)=O)C (N,N-dimethylacetamide). Run at time 20 hour. Yields the product ClC1(C(C1)(Cl)Cl)C(=O)OC (METHYL 1,2,2-TRICHLOROCYCLOPROPANE CARBOXYLATE). Reaction SMILES: [C:1](=O)([O-])[O-].[K+].[K+].CI.[Cl:9][C:10]1([C:15]([OH:17])=[O:16])[CH2:12][C:11]1([Cl:14])[Cl:13]>CN(C)C(=O)C>[Cl:9][C:10]1([C:15]([O:17][CH3:1])=[O:16])[CH2:12][C:11]1([Cl:14])[Cl:13] |f:0.1.2|. Procedure: Potassium carbonate (4.14 grams) and methyl iodide (3.74 ml) were added to a solution of 1,2,2-trichlorocyclopropane carboxylic acid (5.68 grams) and N,N-dimethylacetamide (50 ml). The reaction mixture was stirred for approximately 20 hours and then filtered. Ethyl ether (250 ml) was added to the filtrate and the resultant mixture was washed, dried, and evaporated in vacuo to the desired product, methyl 1,2,2-trichlorocyclopropane carboxylate. Structure of the product was confirmed by NMR. Reactants: CC[SiH](CC)CC, ClCCl, O=C(O)C(F)(F)F, COc1cccc(C2=C(C)C(O)(c3cccc(OC)c3)C2=O)c1. The product is COc1cccc(C2=C(C)C(c3cccc(OC)c3)C2=O)c1. Reaction SMILES: [CH2:24]([SiH:25]([CH2:26][CH3:27])[CH2:28][CH3:29])[CH3:30].[Cl:38][CH2:39][Cl:40].[F:31][C:32]([F:33])([F:34])[C:35]([OH:36])=[O:37].[OH:1][C:2]1([c:16]2[cH:17][c:18]([O:22][CH3:23])[cH:19][cH:20][cH:21]2)[C:3]([CH3:15])=[C:4]([c:7]2[cH:8][c:9]([O:13][CH3:14])[cH:10][cH:11][cH:12]2)[C:5]1=[O:6]>>[CH:2]1([c:16]2[cH:17][c:18]([O:22][CH3:23])[cH:19][cH:20][cH:21]2)[C:3]([CH3:15])=[C:4]([c:7]2[cH:8][c:9]([O:13][CH3:14])[cH:10][cH:11][cH:12]2)[C:5]1=[O:6].